From a dataset of the Open Reaction Database (ORD), a public repository of structured organic reaction records. describe an organic reaction: reactants, conditions, products, and yield The reactants are C=CC=C (1,3-butadiene), C=CC(C)=C (isoprene), C=CC1=CC=CC=C1 (styrene). Yields the product C=CC=C.C=CC1=CC=CC=C1 (Plioflex). RXN SMILES: [CH2:1]=[CH:2][CH:3]=[CH2:4].C=CC(=C)C.[CH2:10]=[CH:11][C:12]1[CH:17]=[CH:16][CH:15]=[CH:14][CH:13]=1>>[CH2:1]=[CH:2][CH:3]=[CH2:4].[CH2:10]=[CH:11][C:12]1[CH:17]=[CH:16][CH:15]=[CH:14][CH:13]=1 |f:3.4|. Procedure: Rubber prepared by aqueous emulsion copolymerizing 1,3-butadiene and isoprene which contains about 23 percent styrene, obtained as Plioflex 1551 from The Goodyear Tire & Rubber Company